This data is from the Open Reaction Database (ORD), a public repository of structured organic reaction records. The task is: describe an organic reaction: reactants, conditions, products, and yield The reactants are C(C)OC(=O)C1(CC1)NC1=NC(=NC(=N1)OCC(F)(F)F)NC1=CC=C(C(=O)OC(C)(C)C)C=C1 (tert-butyl 4-(4-(1-(ethoxycarbonyl)cyclopropylamino)-6-(2,2,2-trifluoroethoxy)-1,3,5-triazin-2-ylamino)benzoate), C(=O)(C(F)(F)F)O (TFA). Solvent: ClCCl (dichloromethane). Reaction conditions: time 16 hour. Yields the product C(C)OC(=O)C1(CC1)NC1=NC(=NC(=N1)OCC(F)(F)F)NC1=CC=C(C(=O)O)C=C1 (4-(4-(1-(ethoxycarbonyl)cyclopropylamino)-6-(2,2,2-trifluoroethoxy)-1,3,5-triazin-2-ylamino)benzoic acid). Yield: 95.1%. As a reaction SMILES: [CH2:1]([O:3][C:4]([C:6]1([NH:9][C:10]2[N:15]=[C:14]([O:16][CH2:17][C:18]([F:21])([F:20])[F:19])[N:13]=[C:12]([NH:22][C:23]3[CH:35]=[CH:34][C:26]([C:27]([O:29]C(C)(C)C)=[O:28])=[CH:25][CH:24]=3)[N:11]=2)[CH2:8][CH2:7]1)=[O:5])[CH3:2].C(O)(C(F)(F)F)=O>ClCCl>[CH2:1]([O:3][C:4]([C:6]1([NH:9][C:10]2[N:15]=[C:14]([O:16][CH2:17][C:18]([F:21])([F:19])[F:20])[N:13]=[C:12]([NH:22][C:23]3[CH:24]=[CH:25][C:26]([C:27]([OH:29])=[O:28])=[CH:34][CH:35]=3)[N:11]=2)[CH2:8][CH2:7]1)=[O:5])[CH3:2]. Procedure details: To a suspension of tert-butyl 4-(4-(1-(ethoxycarbonyl)cyclopropylamino)-6-(2,2,2-trifluoroethoxy)-1,3,5-triazin-2-ylamino)benzoate (1.6 g) in dichloromethane (15 mL) was added TFA (4.96 mL). The mixture was stirred at r.t. for 16 hours. All solvents were removed under vacuum to give product 4-(4-(1-(ethoxycarbonyl)cyclopropylamino)-6-(2,2,2-trifluoroethoxy)-1,3,5-triazin-2-ylamino)benzoic acid (1.35 g). Starting materials: O=C=Nc1cc(C(F)(F)F)cc(C(F)(F)F)c1, CC(C)(C)OC(=O)N1CCN(C2CNC2)CC1, C1CCOC1. The product is CC(C)(C)OC(=O)N1CCN(C2CN(C(=O)Nc3cc(C(F)(F)F)cc(C(F)(F)F)c3)C2)CC1. As a reaction SMILES: [N:18](=[C:19]=[O:20])[c:21]1[cH:22][c:23]([C:31]([F:32])([F:33])[F:34])[cH:24][c:25]([C:27]([F:28])([F:29])[F:30])[cH:26]1.[NH:1]1[CH2:2][CH:3]([N:5]2[CH2:6][CH2:7][N:8]([C:11](=[O:12])[O:13][C:14]([CH3:15])([CH3:16])[CH3:17])[CH2:9][CH2:10]2)[CH2:4]1.[O:35]1[CH2:36][CH2:37][CH2:38][CH2:39]1>>[N:1]1([C:19]([NH:18][c:21]2[cH:22][c:23]([C:31]([F:32])([F:33])[F:34])[cH:24][c:25]([C:27]([F:28])([F:29])[F:30])[cH:26]2)=[O:20])[CH2:2][CH:3]([N:5]2[CH2:6][CH2:7][N:8]([C:11](=[O:12])[O:13][C:14]([CH3:15])([CH3:16])[CH3:17])[CH2:9][CH2:10]2)[CH2:4]1. Reaction SMILES: [OH:1][CH2:2][CH:3]1[CH:7]([C:8]2[CH:13]=[CH:12][CH:11]=[C:10]([O:14][CH3:15])[CH:9]=2)[N:6]([C:16]2[CH:21]=[CH:20][CH:19]=[CH:18][CH:17]=2)[C:5](=[O:22])[CH2:4]1.[C:23]1(C)[C:24]([S:29](Cl)(=[O:31])=[O:30])=[CH:25][CH:26]=[CH:27][CH:28]=1.N1C=CC=C[CH:35]=1>>[CH3:15][O:14][C:10]1[CH:9]=[C:8]([CH:7]2[N:6]([C:16]3[CH:21]=[CH:20][CH:19]=[CH:18][CH:17]=3)[C:5](=[O:22])[CH2:4][CH:3]2[CH2:2][O:1][S:29]([C:24]2[CH:23]=[CH:28][C:27]([CH3:35])=[CH:26][CH:25]=2)(=[O:30])=[O:31])[CH:13]=[CH:12][CH:11]=1. Procedure details: To 17.2 gm. of 4-hydroxymethyl-5-(3-methoxyphenyl)-1-phenylpyrrolidin-2-one in 35 ml. of dry pyridine was added at 5°-10°12.2 gm of p toluenesulfonyl chloride over one hour. Workup of the reaction following the procedure given in example 1E provided 17.6 gm of product as a crude oil. Starting materials: C=1(C(=CC=CC1)S(=O)(=O)Cl)C (toluenesulfonyl chloride), N1=CC=CC=C1 (pyridine), OCC1CC(N(C1C1=CC(=CC=C1)OC)C1=CC=CC=C1)=O (4-hydroxymethyl-5-(3-methoxyphenyl)-1-phenylpyrrolidin-2-one). Product: COC=1C=C(C=CC1)C1C(CC(N1C1=CC=CC=C1)=O)COS(=O)(=O)C1=CC=C(C=C1)C (5-(3-Methoxyphenyl)-1-phenyl-4-(p-toluenesulfonyloxymethyl)pyrrolidin-2-one). Reactants: NC1=NC(=C2NC=NC2=N1)Cl (2-amino-6-chloropurine), C1(CC1)N (cyclopropylamine), COCCO (2-methoxyethanol). Solvent: CO (MeOH). Conditions: temperature 70 celsius. The product is Cl.NC1=NC(=C2N=CNC2=N1)NC1CC1 (2-Amino-6-(cyclopropylamino)-9H-purine hydrochloride). The yield is 23.0%. RXN SMILES: [NH2:1][C:2]1[N:10]=[C:9]2[C:5]([NH:6][CH:7]=[N:8]2)=[C:4]([Cl:11])[N:3]=1.[CH:12]1([NH2:15])[CH2:14][CH2:13]1.COCCO>CO>[ClH:11].[NH2:1][C:2]1[N:10]=[C:9]2[C:5]([N:6]=[CH:7][NH:8]2)=[C:4]([NH:15][CH:12]2[CH2:14][CH2:13]2)[N:3]=1 |f:4.5|. Procedure details: A solution of 2-amino-6-chloropurine (4.6 g, 27.5 mmole) and cyclopropylamine (12.5 g, 220 mmole 8 equiv) in MeOH (100 ml) was heated at 50° C. for 18 hours. Then 2-methoxyethanol (50 ml) was added, and the reaction was heated at 70° C. for an additional 6 hours. After cooling, a small amount of unreacted starting material was filtered off, and the filtrate was evaporated and purified on a silica gel column eluting with CHCl3 : 5% to 10% MeOH. The product was then recrystallised twice from MeOH ... Reactants: NC1=C(C=CC(=C1)C(F)(F)F)C1=CC(=NC=N1)OC1=CC=CC2=C1N=C(S2)NC(C)=O (N-(4-(6-(2-amino-4-(trifluoromethyl)phenyl)pyrimidin-4-yloxy)benzo[d]thiazol-2-yl)-acetamide), C(C1=CC=CC=C1)N1C=NC=C1C=O (1-benzyl-1H-imidazole-5-carbaldehyde), C(C)(=O)O[BH-](OC(C)=O)OC(C)=O.[Na+] (Sodium triacetoxy-borohydride), C(C1=CC=CC=C1)N1C=NC=C1C=O (1-benzyl-1H-imidazole-5-carbaldehyde), C(C)(=O)O[BH-](OC(C)=O)OC(C)=O.[Na+] (sodium triacetoxyborohydride). Run in ClCCCl (1,2-dichloroethane). Conditions: temperature 25 celsius, time 24 hour. Product: C(C1=CC=CC=C1)N1C=NC=C1CNC1=C(C=CC(=C1)C(F)(F)F)C1=CC(=NC=N1)OC1=CC=CC2=C1N=C(S2)NC(C)=O (N-(4-(6-(2-((1-Benzyl-1H-imidazol-5-yl)methylamino)-4-(trifluoromethyl)-phenyl)pyrimidin-4-yloxy)benzo[d]thiazol-2-yl)acetamide). RXN SMILES: [NH2:1][C:2]1[CH:7]=[C:6]([C:8]([F:11])([F:10])[F:9])[CH:5]=[CH:4][C:3]=1[C:12]1[N:17]=[CH:16][N:15]=[C:14]([O:18][C:19]2[C:24]3[N:25]=[C:26]([NH:28][C:29](=[O:31])[CH3:30])[S:27][C:23]=3[CH:22]=[CH:21][CH:20]=2)[CH:13]=1.[CH2:32]([N:39]1[C:43]([CH:44]=O)=[CH:42][N:41]=[CH:40]1)[C:33]1[CH:38]=[CH:37][CH:36]=[CH:35][CH:34]=1.C(O[BH-](OC(=O)C)OC(=O)C)(=O)C.[Na+]>ClCCCl>[CH2:32]([N:39]1[C:43]([CH2:44][NH:1][C:2]2[CH:7]=[C:6]([C:8]([F:11])([F:9])[F:10])[CH:5]=[CH:4][C:3]=2[C:12]2[N:17]=[CH:16][N:15]=[C:14]([O:18][C:19]3[C:24]4[N:25]=[C:26]([NH:28][C:29](=[O:31])[CH3:30])[S:27][C:23]=4[CH:22]=[CH:21][CH:20]=3)[CH:13]=2)=[CH:42][N:41]=[CH:40]1)[C:33]1[CH:34]=[CH:35][CH:36]=[CH:37][CH:38]=1 |f:2.3|. Reported procedure: A mixture of N-(4-(6-(2-amino-4-(trifluoromethyl)phenyl)pyrimidin-4-yloxy)benzo[d]thiazol-2-yl)-acetamide (0.20 g, 0.45 mmol, prepared as described in WO04014871) and 1-benzyl-1H-imidazole-5-carbaldehyde (0.21 g, 1.1 mmol, Combi-Blocks) in 1,2-dichloroethane (4 mL) was stirred for 24 h at 25° C. Sodium triacetoxy-borohydride (0.24 g, 1.1 mmol) was added and the mixture was stirred for 4 d at 25° C. Additional amounts of 1-benzyl-1H-imidazole-5-carbaldehyde (0.21 g, 1.1 mmol, Combi-Blocks) and so... Reactants: Fc1c(Cl)cccc1Br, [Li]CCCCCC, CCOCC, [Cl-], O=C(CCl)CCl, [NH4+]. Product: OC(CCl)(CCl)c1cccc(Cl)c1F. RXN SMILES: [Br:1][c:2]1[c:3]([F:9])[c:4]([Cl:8])[cH:5][cH:6][cH:7]1.[CH2:10]([Li:11])[CH2:12][CH2:13][CH2:14][CH2:15][CH3:16].[CH3:25][CH2:26][O:27][CH2:28][CH3:29].[Cl-:23].[Cl:17][CH2:18][C:19](=[O:20])[CH2:21][Cl:22].[NH4+:24]>>[c:2]1([C:19]([CH2:18][Cl:17])([OH:20])[CH2:21][Cl:22])[c:3]([F:9])[c:4]([Cl:8])[cH:5][cH:6][cH:7]1.